Dataset: the Open Reaction Database (ORD), a public repository of structured organic reaction records. Task: describe an organic reaction: reactants, conditions, products, and yield Reactants: C(C1=CC=CC=C1)SCC(C(=O)O)COC1CCOCC1 (3-Benzylsulfanyl-2-(tetrahydro-pyran-4-yloxymethyl)-propionic acid), O (water), OOS(=O)[O-].[K+] (oxone). Solvent: CO (MeOH). Yields the product C(C1=CC=CC=C1)S(=O)(=O)CC(C(=O)O)COC1CCOCC1 (3-Benzylsulfonyl-2-(tetrahydro-pyran-4-yloxymethyl)-propionic acid). Reaction SMILES: [CH2:1]([S:8][CH2:9][CH:10]([CH2:14][O:15][CH:16]1[CH2:21][CH2:20][O:19][CH2:18][CH2:17]1)[C:11]([OH:13])=[O:12])[C:2]1[CH:7]=[CH:6][CH:5]=[CH:4][CH:3]=1.[OH:22]OS([O-])=O.[K+].[OH2:28]>CO>[CH2:1]([S:8]([CH2:9][CH:10]([CH2:14][O:15][CH:16]1[CH2:17][CH2:18][O:19][CH2:20][CH2:21]1)[C:11]([OH:13])=[O:12])(=[O:22])=[O:28])[C:2]1[CH:3]=[CH:4][CH:5]=[CH:6][CH:7]=1 |f:1.2|. Procedure details: A solution of 3-Benzylsulfanyl-2-(tetrahydro-pyran-4-yloxymethyl)-propionic acid (1.16 g, 3.7 mmol) in a mixture of MeOH (10 ml) and water (30 ml) was treated oxone (3.5 g, 5.6 mmol) overnight. Methanol evaporated off under reduced pressure, aqueous layer extracted with ethyl acetate, dried (Na2SO4) and evaporated under reduced pressure to give the title compound as white solid (1.36 g); MS: 365 (M+Na), 343 (MH+); LCMS retention time 3.1 minutes. Reactants: BrCCCCCCCBr, CCOC(=O)C(C)C, C1CCOC1, [Li]CCCC, CC(C)NC(C)C, [Cl-], [NH4+]. Yields the product CCOC(=O)C(C)(C)CCCCCCCBr. RXN SMILES: [Br:21][CH2:22][CH2:23][CH2:24][CH2:25][CH2:26][CH2:27][CH2:28][Br:29].[C:13]([CH:14]([CH3:15])[CH3:16])(=[O:17])[O:18][CH2:19][CH3:20].[CH2:32]1[O:33][CH2:34][CH2:35][CH2:36]1.[CH2:8]([Li:9])[CH2:10][CH2:11][CH3:12].[CH:1]([NH:2][CH:3]([CH3:4])[CH3:5])([CH3:6])[CH3:7].[Cl-:30].[NH4+:31]>>[C:13]([C:14]([CH3:15])([CH3:16])[CH2:22][CH2:23][CH2:24][CH2:25][CH2:26][CH2:27][CH2:28][Br:29])(=[O:17])[O:18][CH2:19][CH3:20]. Reactants: Cl (HCl), N#N (N2), [O-]Cl.[Na+] (NaOCl), OC=1C=CC=C2C=CC=NC12 (8-hydroxyquinoline), [Na+].[I-] (NaI), [OH-].[Na+] (NaOH). Solvent: CO (MeOH). Reaction conditions: temperature -30 celsius, time 30 minute. The product is OC=1C=CC(=C2C=CC=NC12)I (8-Hydroxy-5-iodoquinoline). As a reaction SMILES: [OH:1][C:2]1[CH:3]=[CH:4][CH:5]=[C:6]2[C:11]=1[N:10]=[CH:9][CH:8]=[CH:7]2.[Na+].[I-:13].[OH-].[Na+].N#N.[O-]Cl.[Na+].Cl>CO>[OH:1][C:2]1[CH:3]=[CH:4][C:5]([I:13])=[C:6]2[C:11]=1[N:10]=[CH:9][CH:8]=[CH:7]2 |f:1.2,3.4,6.7|. Procedure details: A solution of 8-hydroxyquinoline (25.0 g, 172.3 mmol), NaI (26.0 g, 172.5 mmol) and NaOH (6.9 g, 172.5 mmol) in MeOH (750 ml) is degassed by passing-through of N2 for 60 min. at room temperature. After cooling to −30° C., a 5% aqueous NaOCl solution (250 ml) is added dropwise. The mixture is stirred vigorously at −30° C. for 30 min. and then neutralised using a 10% aqueous HCl solution. The precipitated product is filtered off. After two recrystallisations from MeOH/heptane (1:1, v/v), a pale-ye... The reactants are C([O-])([O-])=O.[Na+].[Na+] (sodium carbonate), Cl.NO (hydroxylamine hydrochloride), CC=1C=C(CBr)C=CC1 (m-methylbenzyl bromide). Solvent: CN(C=O)C (dimethylformamide). Yields the product CC=1C=C(CN(O)CC2=CC(=CC=C2)C)C=CC1 (N,N-Bis(m-methylbenzyl)hydroxylamine). The yield is 49.4%. As a reaction SMILES: C(=O)([O-])[O-].[Na+].[Na+].Cl.[NH2:8][OH:9].[CH3:10][C:11]1[CH:12]=[C:13]([CH:16]=[CH:17][CH:18]=1)[CH2:14]Br>CN(C)C=O>[CH3:10][C:11]1[CH:12]=[C:13]([CH:16]=[CH:17][CH:18]=1)[CH2:14][N:8]([CH2:10][C:11]1[CH:18]=[CH:17][CH:16]=[C:13]([CH3:14])[CH:12]=1)[OH:9] |f:0.1.2,3.4|. Procedure: The procedure of Example 1 is repeated using 21.2 g of sodium carbonate, 3.47 g of hydroxylamine hydrochloride and 18.51 g m-methylbenzyl bromide in 75 ml of dimethylformamide. Recrystallization from ethanol affords 5.95 g of the title hydroxylamine as a white solid, mp 70°-73° C. The reactants are C(C1=CC(O)=C(O)C=C1)=O (protocatechualdehyde), C([O-])([O-])=O.[K+].[K+] (potassium carbonate), S(=O)(OC)OC (dimethyl sulfite), CN(C=O)C (dimethylformamide). Yields the product C(C1=CC(OC)=C(OC)C=C1)=O (veratraldehyde). Reaction SMILES: C(=O)[C:2]1[CH:9]=[CH:8][C:6](O)=[C:4]([OH:5])[CH:3]=1.[C:11](=[O:14])([O-])[O-].[K+].[K+].S([O:21][CH3:22])(OC)=O.[CH3:23]N(C)C=O>>[CH:11](=[O:14])[C:2]1[CH:9]=[CH:8][C:6]([O:21][CH3:22])=[C:4]([O:5][CH3:23])[CH:3]=1 |f:1.2.3|. Reported procedure: To a three-necked 100 ml flask equipped for reflux and fitted with a mechanical stirrer was added 10 ml of dimethylformamide, 1.0 g (0.0072 mol) of protocatechualdehyde 1.0 g (0.007 mol) of potassium carbonate, and 4.0 ml (0.047 mol) of dimethyl sulfite. The mixture was heated for four hours to 100° C. then quenched hot with 200 ml of water. The organic material was extracted into methylene chloride and the extracts were washed with 15 ml of 12% caustic solution, twice with 25 ml of water and th... The reactants are FC=1C=C(C=CC1)SCCN1CCC(CC1)(C(=O)OCC)CCCN1C(C=CC2=CC=C(C=C12)OC)=O (ethyl 1-(2-((3-fluorophenyl)thio)ethyl)-4-(3-(7-methoxy-2-oxoquinolin-1(2H)-yl)propyl)piperidine-4-carboxylate), [OH-].[Na+] (sodium hydroxide). Solvent: C(C)O (ethanol). Yields the product FC=1C=C(C=CC1)SCCN1CCC(CC1)(C(=O)O)CCCN1C(C=CC2=CC=C(C=C12)OC)=O (1-(2-((3-fluorophenyl)thio)ethyl)-4-(3-(7-methoxy-2-oxoquinolin-1(2H)-yl)propyl)piperidine-4-carboxylic acid). Yield: 75.1%. As a reaction SMILES: [F:1][C:2]1[CH:3]=[C:4]([S:8][CH2:9][CH2:10][N:11]2[CH2:16][CH2:15][C:14]([CH2:22][CH2:23][CH2:24][N:25]3[C:34]4[C:29](=[CH:30][CH:31]=[C:32]([O:35][CH3:36])[CH:33]=4)[CH:28]=[CH:27][C:26]3=[O:37])([C:17]([O:19]CC)=[O:18])[CH2:13][CH2:12]2)[CH:5]=[CH:6][CH:7]=1.[OH-].[Na+]>C(O)C>[F:1][C:2]1[CH:3]=[C:4]([S:8][CH2:9][CH2:10][N:11]2[CH2:12][CH2:13][C:14]([CH2:22][CH2:23][CH2:24][N:25]3[C:34]4[C:29](=[CH:30][CH:31]=[C:32]([O:35][CH3:36])[CH:33]=4)[CH:28]=[CH:27][C:26]3=[O:37])([C:17]([OH:19])=[O:18])[CH2:15][CH2:16]2)[CH:5]=[CH:6][CH:7]=1 |f:1.2|. Procedure details: To 1.5 mL of an ethanol solution containing 90 mg of ethyl 1-(2-((3-fluorophenyl)thio)ethyl)-4-(3-(7-methoxy-2-oxoquinolin-1(2H)-yl)propyl)piperidine-4-carboxylate, 0.50 mL of 20% aqueous sodium hydroxide solution was added and refluxed with heating for 3.5 hours. After the reaction mixture was cooled to room temperature, the solvent was removed under reduced pressure, water was added, and adjusted to pH 6.5 with 6.0 mol/L hydrochloric acid. The resulting solid was filtered to give 64 mg of 1-(2... Reactants: C(#C)OCC (ethyl ethynyl ether), C([O-])(O)=O.[Na+] (sodium bicarbonate), solution, CN1CC2CCCC(CCC1)C2=O (3-methyl-3-azabicyclo[5.3.1]undecan-11-one), S(O)(O)(=O)=O (sulfuric acid), solution, C(CCC)[Li] (n-butyllithium), [Cl-].[NH4+] (ammonium chloride). Run in C(C)OCC (diethyl ether), CCCCCC (hexane), CCCCCC (hexane), C(C)(=O)OCC (ethyl acetate), C(C)(=O)OCC (ethyl acetate), O1CCCC1 (tetrahydrofuran), C(C)OCC (diethyl ether). Reaction conditions: time 10 minute. The product is C(C)OC(CC1(C2CCCCCC1CN(C2)C)O)=O (Ethyl(11-hydroxy-9-methyl-9-azabicyclo[5.3.1]undec-11-yl)acetate). The yield is 47.9%. Reaction SMILES: [C:1]([O:3][CH2:4][CH3:5])#[CH:2].C([Li])CCC.[CH3:11][N:12]1[CH2:21][CH2:20][CH2:19][CH:18]2[C:22](=[O:23])[CH:14]([CH2:15][CH2:16][CH2:17]2)[CH2:13]1.[Cl-].[NH4+].S(=O)(=O)(O)[OH:27].C(=O)(O)[O-].[Na+]>C(OCC)C.CCCCCC.C(OCC)(=O)C.O1CCCC1>[CH2:1]([O:3][C:4](=[O:27])[CH2:5][C:22]1([OH:23])[CH:20]2[CH2:21][N:12]([CH3:11])[CH2:13][CH:14]1[CH2:15][CH2:16][CH2:17][CH2:18][CH2:19]2)[CH3:2] |f:3.4,6.7|. Reported procedure: A solution of 2.1 g of ethyl ethynyl ether (a 50% hexane solution) in dry diethyl ether (25 ml) was cooled in a nitrogen atmosphere to −78° C. After dropping 6 ml of a 2.5 M solution of n-butyllithium in hexane, the resulting mixture was stirred for 10 minutes. Next, 10 ml of a solution of 78 g of 3-methyl-3-azabicyclo[5.3.1]undecan-11-one in dry diethyl ether (10 ml) was dropped into the reaction mixture. After stirring for 15 minutes, the mixture was brought back to room temperature and then d... The reactants are C1=CC=CC=2C3=CC=CC=C3C(C12)COC(NC1=CC=C(C=C1)SC1=C(C=C(C=C1)C(NC=1C=NC(=CC1)OC)=O)[N+](=O)[O-])=O ({4-[4-(6-Methoxy-pyridin-3-ylcarbamoyl)-2-nitro-phenylsulfanyl]-phenyl}-carbamic acid 9H-fluoren-9-ylmethyl ester), [Cl-].[NH4+] (ammonium chloride), C(C)O (ethanol), O1CCCC1 (tetrahydrofuran). Reagents/catalysts: [Fe] (iron). Solvent: C(C)(=O)OCC (ethyl acetate), O (water). Run at temperature 80 celsius. The product is C1=CC=CC=2C3=CC=CC=C3C(C12)COC(NC1=CC=C(C=C1)SC1=C(C=C(C=C1)C(NC=1C=NC(=CC1)OC)=O)N)=O ({4-[2-Amino-4-(6-methoxy-pyridin-3-ylcarbamoyl)-phenylsulfanyl]-phenyl}-carbamic acid 9H-fluoren-9-ylmethyl ester). Yield: 92.0%. RXN SMILES: [CH:1]1[C:13]2[CH:12]([CH2:14][O:15][C:16](=[O:45])[NH:17][C:18]3[CH:23]=[CH:22][C:21]([S:24][C:25]4[CH:30]=[CH:29][C:28]([C:31](=[O:41])[NH:32][C:33]5[CH:34]=[N:35][C:36]([O:39][CH3:40])=[CH:37][CH:38]=5)=[CH:27][C:26]=4[N+:42]([O-])=O)=[CH:20][CH:19]=3)[C:11]3[C:6](=[CH:7][CH:8]=[CH:9][CH:10]=3)[C:5]=2[CH:4]=[CH:3][CH:2]=1.[Cl-].[NH4+].C(O)C.O1CCCC1>O.C(OCC)(=O)C.[Fe]>[CH:1]1[C:13]2[CH:12]([CH2:14][O:15][C:16](=[O:45])[NH:17][C:18]3[CH:19]=[CH:20][C:21]([S:24][C:25]4[CH:30]=[CH:29][C:28]([C:31](=[O:41])[NH:32][C:33]5[CH:34]=[N:35][C:36]([O:39][CH3:40])=[CH:37][CH:38]=5)=[CH:27][C:26]=4[NH2:42])=[CH:22][CH:23]=3)[C:11]3[C:6](=[CH:7][CH:8]=[CH:9][CH:10]=3)[C:5]=2[CH:4]=[CH:3][CH:2]=1 |f:1.2|. Reported procedure: The product of Example 201A (200 mg, 0.3233 mmol), ammonium chloride (113 mg, 2.118 mmol), and iron powder (111 mg, 1.988 mmol) in a mixture of water (3 mL), ethanol (6 mL) and tetrahydrofuran (6 mL) was heated at 80° C. under a nitrogen atmosphere for 75 minutes. The reaction was cooled to room temperature, diluted with ethyl acetate (100 mL), and washed with water (2×50 mL) and brine (50 mL). The organic was dried over anhydrous sodium sulfate, filtered, and concentrated by rotary evaporation ... Reactants: BrCCC1=CC=C(C=C1)[N+](=O)[O-] (1-(2-bromoethyl)-4-nitrobenzene), [Cl-].C(#N)C=1C=C2CC(CC2=CC1)N1CC[NH2+]CC1 (4-(5-cyano-2,3-dihydro-1H-inden-2-yl)piperazin-1-ium chloride), C(C)N(C(C)C)C(C)C (N-ethyl-N-(propan-2-yl)propan-2-amine). Run in C(C)#N (acetonitrile). Run at temperature 60 celsius, time 5 hour. The product is [N+](=O)([O-])C1=CC=C(C=C1)CCN1CCN(CC1)C1CC2=CC=C(C=C2C1)C#N (2-{4-[2-(4-Nitrophenyl)ethyl]piperazin-1-yl}-2,3-dihydro-1H-indene-5-carbonitrile). Reaction SMILES: Br[CH2:2][CH2:3][C:4]1[CH:9]=[CH:8][C:7]([N+:10]([O-:12])=[O:11])=[CH:6][CH:5]=1.[Cl-].[C:14]([C:16]1[CH:17]=[C:18]2[C:22](=[CH:23][CH:24]=1)[CH2:21][CH:20]([N:25]1[CH2:30][CH2:29][NH2+:28][CH2:27][CH2:26]1)[CH2:19]2)#[N:15].C(N(C(C)C)C(C)C)C>C(#N)C>[N+:10]([C:7]1[CH:8]=[CH:9][C:4]([CH2:3][CH2:2][N:28]2[CH2:27][CH2:26][N:25]([CH:20]3[CH2:19][C:18]4[C:22](=[CH:23][CH:24]=[C:16]([C:14]#[N:15])[CH:17]=4)[CH2:21]3)[CH2:30][CH2:29]2)=[CH:5][CH:6]=1)([O-:12])=[O:11] |f:1.2|. Procedure details: To a 12 mL reaction vial was added 1-(2-bromoethyl)-4-nitrobenzene (42 mg, 0.18 mmol), 4-(5-cyano-2,3-dihydro-1H-inden-2-yl)piperazin-1-ium chloride (33 mg, 0.12 mmol) and acetonitrile (2 mL). To a stirred solution of above mixture was added N-ethyl-N-(propan-2-yl)propan-2-amine (32 mg, 0.24 mmol). The reaction was stirred at 60° C. for 5 hr, then concentrated and purified by preparative TLC to give the desired product. LC-MS (IE, m/z): 377 [M+1]+. (0.73 μm) The reactants are CC(C(=O)OC)(CCCCOC1=NC2=CC=CC=C2C(=C1)C1=CC=C(C=C1)[N+](=O)[O-])C (methyl 2,2-dimethyl-6-{[4-(4-nitrophenyl)-2-quinolyl]oxy}hexanoate), [I-].[Li+] (lithium iodide), solution, Cl (hydrochloric acid). Solvent: N1=C(C=C(C=C1C)C)C (2,4,6-collidine). The product is CC(C(=O)O)(CCCCOC1=NC2=CC=CC=C2C(=C1)C1=CC=C(C=C1)[N+](=O)[O-])C (2,2-dimethyl-6-{[4-(4-nitrophenyl)-2-quinolyl]oxy}hexanoic acid). As a reaction SMILES: [CH3:1][C:2]([CH3:31])([CH2:7][CH2:8][CH2:9][CH2:10][O:11][C:12]1[CH:21]=[C:20]([C:22]2[CH:27]=[CH:26][C:25]([N+:28]([O-:30])=[O:29])=[CH:24][CH:23]=2)[C:19]2[C:14](=[CH:15][CH:16]=[CH:17][CH:18]=2)[N:13]=1)[C:3]([O:5]C)=[O:4].[I-].[Li+].Cl>N1C(C)=CC(C)=CC=1C>[CH3:1][C:2]([CH3:31])([CH2:7][CH2:8][CH2:9][CH2:10][O:11][C:12]1[CH:21]=[C:20]([C:22]2[CH:27]=[CH:26][C:25]([N+:28]([O-:30])=[O:29])=[CH:24][CH:23]=2)[C:19]2[C:14](=[CH:15][CH:16]=[CH:17][CH:18]=2)[N:13]=1)[C:3]([OH:5])=[O:4] |f:1.2|. Procedure: The mixture comprising methyl 2,2-dimethyl-6-{[4-(4-nitrophenyl)-2-quinolyl]oxy}hexanoate (2.95 g) and dry lithium iodide (6.1 g) in 2,4,6-collidine (115 cc) is refluxed, under inert atmosphere, for 1 hour and 30 minutes and then poured in a 2N solution of hydrochloric acid (150 cc) at 0° C. The aqueous phase is extracted with ethyl ether (3×50 cc). The combined organic phases are washed with distilled water until neutrality, dried over sodium sulphate and then concentrated to dryness under redu...